Dataset: the Open Reaction Database (ORD), a public repository of structured organic reaction records. Task: describe an organic reaction: reactants, conditions, products, and yield The reactants are C(C)(C)(C)OC(=O)[C@@H]1C([C@@H](C1)C(=O)O)(C)C ((1R,3S)-3-(tert-butoxycarbonyl)-2,2-dimethylcyclobutanecarboxylic acid), C1=CC=C(C=C1)CBr (BnBr). Run in CN(C)C=O (DMF), C(C)(=O)OCC (ethyl acetate). Reaction conditions: time 30 minute. Product: CC1([C@@H](C[C@@H]1C(=O)OC(C)(C)C)C(=O)OCC1=CC=CC=C1)C ((1R,3S)-1-benzyl 3-tert-butyl 2,2-dimethylcyclobutane-1,3-dicarboxylate). Isolated yield 53.9%. Reaction SMILES: [C:1]([O:5][C:6]([C@H:8]1[CH2:11][C@@H:10]([C:12]([OH:14])=[O:13])[C:9]1([CH3:16])[CH3:15])=[O:7])([CH3:4])([CH3:3])[CH3:2].[CH:17]1[CH:22]=[CH:21][C:20]([CH2:23]Br)=[CH:19][CH:18]=1>CN(C=O)C.C(OCC)(=O)C>[CH3:15][C:9]1([CH3:16])[C@@H:8]([C:6]([O:5][C:1]([CH3:4])([CH3:2])[CH3:3])=[O:7])[CH2:11][C@H:10]1[C:12]([O:14][CH2:23][C:20]1[CH:21]=[CH:22][CH:17]=[CH:18][CH:19]=1)=[O:13]. Procedure details: To a stirred solution of (1R,3S)-3-(tert-butoxycarbonyl)-2,2-dimethylcyclobutanecarboxylic acid (step 2, 0.200 g) in DMF (5 ml) Cs2CO3 (0.371 g) was added at about 0° C. under nitrogen atmosphere. After 30 minutes, BnBr (0.11 ml) was added by drop wise to the reaction mixture and stirred for about 2 hours at room temperature. After completion of the reaction (monitored by TLC), the reaction mixture was diluted with ethyl acetate and washed with water. The organic layer was washed with brine, dri... Reactants: C(C)(=O)OCC (ethyl acetate), BrCCN(C1=CC=C(C#N)C=C1)N1C=NN=C1 (4-[(2-bromo-ethyl)-[1,2,4]triazol-4-yl-amino]-benzonitrile), O([Si](C)(C)C(C)(C)C)C=1C=C(C=CC1)S (3-(tert-butyl-dimethylsiloxy)-thiophenol), C([O-])([O-])=O.[K+].[K+] (potassium carbonate). Solvent: O (water), CN(C)C=O (DMF). Conditions: time 48 hour. Yields the product OC=1C=C(C=CC1)SCCN(C1=CC=C(C#N)C=C1)N1C=NN=C1 (4-{[2-(3-Hydroxy-phenylsulfanyl)-ethyl]-[1,2,4]triazol-4-yl-amino}-benzonitrile). Reaction SMILES: Br[CH2:2][CH2:3][N:4]([N:13]1[CH:17]=[N:16][N:15]=[CH:14]1)[C:5]1[CH:12]=[CH:11][C:8]([C:9]#[N:10])=[CH:7][CH:6]=1.[O:18]([C:26]1[CH:27]=[C:28]([SH:32])[CH:29]=[CH:30][CH:31]=1)[Si](C(C)(C)C)(C)C.C(=O)([O-])[O-].[K+].[K+].C(OCC)(=O)C>CN(C=O)C.O>[OH:18][C:26]1[CH:27]=[C:28]([S:32][CH2:2][CH2:3][N:4]([N:13]2[CH:17]=[N:16][N:15]=[CH:14]2)[C:5]2[CH:12]=[CH:11][C:8]([C:9]#[N:10])=[CH:7][CH:6]=2)[CH:29]=[CH:30][CH:31]=1 |f:2.3.4|. Procedure: A mixture of 4-[(2-bromo-ethyl)-[1,2,4]triazol-4-yl-amino]-benzonitrile (CAB02148=CAB03031, 146 mg, 0.50 mmol), 3-(tert-butyl-dimethylsiloxy)-thiophenol (240 mg, 1.0 mmol) and potassium carbonate (276 mg, 2.0 mmol) in DMF (10 mL) was stirred for 48 hours at room temperature. The mixture was transferred into a separation funnel and ethyl acetate (50 mL) and water (50 mL) were added. The organic layer was separated, washed with brine (30 mL), dried over sodium sulphate and concentrated under reduc... The product is CON(C(C1=NC=CC=C1)=O)C (N-METHOXY-N-METHYLPICOLINAMIDE). Procedure details: EDCI (2.30 g, 0.012 mol) and 1-hydroxy benztriazole (1.36 g, 0.009 mol) were added o a stirred solution of pyridine-2-carboxylic acid (1.0 g, 0.008 mol) in N,N-dimethyl formamide (16 mL) at 0° C. The reaction mixture was allowed to stir for 15 min then triethyl amine was added followed by addition of N,O-dimethyl hydroxyl amine hydrochloride at 0° C. The resulting mixture was stirred at RT overnight. The reaction mixture was partitioned between water (30 mL) and ethyl acetate (2×30 mL). The orga... Run in CN(C=O)C (N,N-dimethyl formamide), C(C)N(CC)CC (triethyl amine). Run at time 15 minute. Starting materials: Cl.CNOC (N,O-dimethyl hydroxyl amine hydrochloride), CCN=C=NCCCN(C)C (EDCI), ON1N=NC2=C1C=CC=C2 (1-hydroxy benztriazole), N1=C(C=CC=C1)C(=O)O (pyridine-2-carboxylic acid). RXN SMILES: CCN=C=NCCCN(C)C.ON1C2C=CC=CC=2N=N1.[N:22]1[CH:27]=[CH:26][CH:25]=[CH:24][C:23]=1[C:28]([OH:30])=O.Cl.[CH3:32][NH:33][O:34][CH3:35]>CN(C)C=O.C(N(CC)CC)C>[CH3:35][O:34][N:33]([CH3:32])[C:28](=[O:30])[C:23]1[CH:24]=[CH:25][CH:26]=[CH:27][N:22]=1 |f:3.4|.